Dataset: the Open Reaction Database (ORD), a public repository of structured organic reaction records. Task: describe an organic reaction: reactants, conditions, products, and yield The reactants are CCc1c(C(=O)C(N)=O)c2cc(OCCCC(=O)OC(C)(C)C)ccc2n1Cc1ccccc1, ClCCl, O=C(O)C(F)(F)F. Product: CCc1c(C(=O)C(N)=O)c2cc(OCCCC(=O)O)ccc2n1Cc1ccccc1. Reaction SMILES: [C:1]([CH3:2])([CH3:3])([CH3:4])[O:5][C:6]([CH2:7][CH2:8][CH2:9][O:10][c:11]1[cH:12][c:13]2[c:14]([C:29]([C:30](=[O:31])[NH2:32])=[O:33])[c:15]([CH2:27][CH3:28])[n:16]([CH2:20][c:21]3[cH:22][cH:23][cH:24][cH:25][cH:26]3)[c:17]2[cH:18][cH:19]1)=[O:34].[CH2:35]([Cl:36])[Cl:37].[OH:38][C:39]([C:40]([F:41])([F:42])[F:43])=[O:44]>>[O:5]=[C:6]([CH2:7][CH2:8][CH2:9][O:10][c:11]1[cH:12][c:13]2[c:14]([C:29]([C:30](=[O:31])[NH2:32])=[O:33])[c:15]([CH2:27][CH3:28])[n:16]([CH2:20][c:21]3[cH:22][cH:23][cH:24][cH:25][cH:26]3)[c:17]2[cH:18][cH:19]1)[OH:34]. Reactants: OBO, O=C([O-])[O-], COc1cccc(OC)c1, [Cs+], [Cs+], O=[N+]([O-])c1cc(Cl)ccc1CO, C1COCCO1, O=C(C=Cc1ccccc1)C=Cc1ccccc1, O=C(C=Cc1ccccc1)C=Cc1ccccc1, O=C(C=Cc1ccccc1)C=Cc1ccccc1, [Pd], [Pd]. The product is COc1cccc(OC)c1-c1ccc(CO)c([N+](=O)[O-])c1. RXN SMILES: [BH:13]([OH:14])[OH:15].[C:26](=[O:27])([O-:28])[O-:29].[CH3:16][O:17][c:18]1[cH:19][c:20]([O:24][CH3:25])[cH:21][cH:22][cH:23]1.[Cs+:30].[Cs+:31].[N+:1](=[O:2])([O-:3])[c:4]1[c:5]([CH2:6][OH:7])[cH:8][cH:9][c:10]([Cl:12])[cH:11]1.[O:32]1[CH2:33][CH2:34][O:35][CH2:36][CH2:37]1.[O:40]=[C:41]([CH:42]=[CH:43][c:44]1[cH:45][cH:46][cH:47][cH:48][cH:49]1)[CH:50]=[CH:51][c:52]1[cH:53][cH:54][cH:55][cH:56][cH:57]1.[O:58]=[C:59]([CH:60]=[CH:61][c:62]1[cH:63][cH:64][cH:65][cH:66][cH:67]1)[CH:68]=[CH:69][c:70]1[cH:71][cH:72][cH:73][cH:74][cH:75]1.[O:76]=[C:77]([CH:78]=[CH:79][c:80]1[cH:81][cH:82][cH:83][cH:84][cH:85]1)[CH:86]=[CH:87][c:88]1[cH:89][cH:90][cH:91][cH:92][cH:93]1.[Pd:38].[Pd:39]>>[N+:1](=[O:2])([O-:3])[c:4]1[c:5]([CH2:6][OH:7])[cH:8][cH:9][c:10](-[c:19]2[c:18]([O:17][CH3:16])[cH:23][cH:22][cH:21][c:20]2[O:24][CH3:25])[cH:11]1. Reactants: Cl.N1(N=NC2=C1C=CC=C2)CC(=O)O (2-(1H-benzo[d][1,2,3]triazol-1-yl)acetic acid hydrochloride), N[C@H](C(=O)NC1=CC=C(C=C1)OC1=CC=C(C=C1)F)COCC1=CC=CC=C1 ((S)-2-amino-3-(benzyloxy)-N-(4-(4-fluorophenoxy)phenyl)propanamide). Product: Compound 151, N1(N=NC2=C1C=CC=C2)CC(=O)N[C@H](C(=O)NC2=CC=C(C=C2)OC2=CC=C(C=C2)F)COCC2=CC=CC=C2 ((S)-2-(2-(1H-benzo[d][1,2,3]triazol-1-yl)acetamido)-3-(benzyloxy)-N-(4-(4-fluorophenoxy)phenyl)propanamide). Isolated yield 59.0%. Reaction SMILES: Cl.[N:2]1([CH2:11][C:12]([OH:14])=O)[C:6]2[CH:7]=[CH:8][CH:9]=[CH:10][C:5]=2[N:4]=[N:3]1.[NH2:15][C@@H:16]([CH2:34][O:35][CH2:36][C:37]1[CH:42]=[CH:41][CH:40]=[CH:39][CH:38]=1)[C:17]([NH:19][C:20]1[CH:25]=[CH:24][C:23]([O:26][C:27]2[CH:32]=[CH:31][C:30]([F:33])=[CH:29][CH:28]=2)=[CH:22][CH:21]=1)=[O:18]>>[N:2]1([CH2:11][C:12]([NH:15][C@@H:16]([CH2:34][O:35][CH2:36][C:37]2[CH:38]=[CH:39][CH:40]=[CH:41][CH:42]=2)[C:17]([NH:19][C:20]2[CH:21]=[CH:22][C:23]([O:26][C:27]3[CH:32]=[CH:31][C:30]([F:33])=[CH:29][CH:28]=3)=[CH:24][CH:25]=2)=[O:18])=[O:14])[C:6]2[CH:7]=[CH:8][CH:9]=[CH:10][C:5]=2[N:4]=[N:3]1 |f:0.1|. Procedure details: Proceeding as in Example 1, but substituting 2-(1H-benzo[d][1,2,3]triazol-1-yl)acetic acid hydrochloride and (S)-2-amino-3-(benzyloxy)-N-(4-(4-fluorophenoxy)phenyl)propanamide, gave Compound 151, (S)-2-(2-(1H-benzo[d][1,2,3]triazol-1-yl)acetamido)-3-(benzyloxy)-N-(4-(4-fluorophenoxy)phenyl)propanamide (41 mg, 59%); Major isomer: 1H-NMR (400 MHz, DMSO-D6): σ 10.25 (br s, 1H), 9.04-9.02 (d, 1H), 8.05-8.03 (d, 1H), 7.78-7.76 (d, 1H), 7.64-7.60 (d, 2H), 7.53-7.49 (t, 1H), 7.41-7.38 (t, 1H), 7.33-7.2... The reactants are O (water), ClC1=C(C=CC(=C1)[N+](=O)[O-])F (2-chloro-1-fluoro-4-nitrobenzene), OC=1C=C(C#N)C=CC1 (3-hydroxybenzonitrile), C([O-])([O-])=O.[K+].[K+] (potassium carbonate). Run in CN(C=O)C (N,N-dimethylformamide). Run at temperature 60 celsius, time 4 hour. The product is ClC1=C(OC=2C=C(C#N)C=CC2)C=CC(=C1)[N+](=O)[O-] (3-(2-chloro-4-nitrophenoxy)benzonitrile). Yield: 91.9%. RXN SMILES: [Cl:1][C:2]1[CH:7]=[C:6]([N+:8]([O-:10])=[O:9])[CH:5]=[CH:4][C:3]=1F.[OH:12][C:13]1[CH:14]=[C:15]([CH:18]=[CH:19][CH:20]=1)[C:16]#[N:17].C(=O)([O-])[O-].[K+].[K+].O>CN(C)C=O>[Cl:1][C:2]1[CH:7]=[C:6]([N+:8]([O-:10])=[O:9])[CH:5]=[CH:4][C:3]=1[O:12][C:13]1[CH:14]=[C:15]([CH:18]=[CH:19][CH:20]=1)[C:16]#[N:17] |f:2.3.4|. Procedure details: To a solution of 2-chloro-1-fluoro-4-nitrobenzene (3.7 g) and 3-hydroxybenzonitrile (2.5 g) in N,N-dimethylformamide (50 mL) was added potassium carbonate (4.4 g), and the mixture was stirred at 60° C. for 4 hrs. After the completion of the reaction, water (50 mL) was added, and the mixture was stirred for 10 min. The resultant pale-yellow solid was collected by filtration, washed with diisopropyl ether, and dried to give the title compound (5.3 g) as pale-yellow crystals.